This data is from the Open Reaction Database (ORD), a public repository of structured organic reaction records. The task is: describe an organic reaction: reactants, conditions, products, and yield Starting materials: C(C)(C)(C)OC(NC1(CC(C1)(C)O)C1=CC=C(C=C1)C1=NC=2N(C=C1C1=CC=CC=C1)N=C(N2)C2=CC=CC=C2)=O ({1-[4-(2,6-Diphenyl-[1,2,4]triazolo[1,5-a]pyrimidin-5-yl)-phenyl]-3-hydroxy-3-methyl-cyclobutyl}-carbamic Acid Tert-butyl Ester), C(=O)(C(F)(F)F)O (TFA). Solvent: C(Cl)Cl (DCM). Conditions: time 3 hour. Yields the product NC1(CC(C1)(O)C)C1=CC=C(C=C1)C1=NC=2N(C=C1C1=CC=CC=C1)N=C(N2)C2=CC=CC=C2 (3-Amino-3-[4-(2,6-diphenyl-[1,2,4]triazolo[1,5-a]pyrimidin-5-yl)-phenyl]-1-methyl-cyclobutanol). As a reaction SMILES: C(OC(=O)[NH:7][C:8]1([C:14]2[CH:19]=[CH:18][C:17]([C:20]3[C:25]([C:26]4[CH:31]=[CH:30][CH:29]=[CH:28][CH:27]=4)=[CH:24][N:23]4[N:32]=[C:33]([C:35]5[CH:40]=[CH:39][CH:38]=[CH:37][CH:36]=5)[N:34]=[C:22]4[N:21]=3)=[CH:16][CH:15]=2)[CH2:11][C:10]([OH:13])([CH3:12])[CH2:9]1)(C)(C)C.C(O)(C(F)(F)F)=O>C(Cl)Cl>[NH2:7][C:8]1([C:14]2[CH:15]=[CH:16][C:17]([C:20]3[C:25]([C:26]4[CH:31]=[CH:30][CH:29]=[CH:28][CH:27]=4)=[CH:24][N:23]4[N:32]=[C:33]([C:35]5[CH:40]=[CH:39][CH:38]=[CH:37][CH:36]=5)[N:34]=[C:22]4[N:21]=3)=[CH:18][CH:19]=2)[CH2:11][C:10]([CH3:12])([OH:13])[CH2:9]1. Reported procedure: To the solution of 7-1 (54 mg, 0.1 mmol) in 1 mL of DCM was added TFA (1 mL) and the mixture was stirred at room temperature for 3 h. The mixture was concentrated by evaporation and the residue was purified by prep.HPLC to give the product 7-2.